From a dataset of the Open Reaction Database (ORD), a public repository of structured organic reaction records. describe an organic reaction: reactants, conditions, products, and yield The reactants are CC1(CNC2=C3C(=CC(=C12)OC)C=CC=C3)C (3,3-dimethyl-4-methoxybenzoindoline), CI (methyl iodide). Yields the product CN1CC(C2=C(C=C3C(=C12)C=CC=C3)OC)(C)C (N-methyl-3,3-dimethyl-4-methoxybenzoindoline), compound 26. Reaction SMILES: [CH3:1][C:2]1([CH3:17])[C:10]2[C:5](=[C:6]3[CH:16]=[CH:15][CH:14]=[CH:13][C:7]3=[CH:8][C:9]=2[O:11][CH3:12])[NH:4][CH2:3]1.[CH3:18]I>>[CH3:18][N:4]1[C:5]2[C:10](=[C:9]([O:11][CH3:12])[CH:8]=[C:7]3[CH:13]=[CH:14][CH:15]=[CH:16][C:6]3=2)[C:2]([CH3:17])([CH3:1])[CH2:3]1. Procedure: A fifth preferred general synthesis method suitable for the synthesis of N-substituted-3,3-dimethyl-4-hydroxy-benzoindoline compounds, e.g N-methyl-3,3-dimethyl-4-hydroxy-benzoindoline 27, is also shown in FIG. 3. In this method, a 1-amino-3-methoxynapthalene 18 is acetylated with an acid chloride, e.g., 2-bromo-2-methylpropionyl chloride, to give compound 23. Compound 23 is cyclized by reaction with AlCl3 to give compound 24. Compound 24 is then reduced with LAH to give the 3,3-dimethyl-4-metho...